This data is from the Open Reaction Database (ORD), a public repository of structured organic reaction records. The task is: describe an organic reaction: reactants, conditions, products, and yield Starting materials: CCOC(=O)CN1CCN(c2nc(C)c(C(=O)OCC)s2)C1=O, ClCCl, NCc1ccc(F)cc1, N#C[Na]. Product: CCOC(=O)c1sc(N2CCN(CC(=O)NCc3ccc(F)cc3)C2=O)nc1C. RXN SMILES: [CH2:1]([O:2][C:4]([CH2:5][N:6]1[C:7](=[O:22])[N:8]([c:11]2[s:12][c:13]([C:17](=[O:18])[O:19][CH2:20][CH3:21])[c:14]([CH3:16])[n:15]2)[CH2:9][CH2:10]1)=[O:23])[CH3:3].[Cl:36][CH2:37][Cl:38].[F:24][c:25]1[cH:26][cH:27][c:28]([CH2:29][NH2:30])[cH:31][cH:32]1.[Na:33][C:34]#[N:35]>>[C:4]([CH2:5][N:6]1[C:7](=[O:22])[N:8]([c:11]2[s:12][c:13]([C:17](=[O:18])[O:19][CH2:20][CH3:21])[c:14]([CH3:16])[n:15]2)[CH2:9][CH2:10]1)(=[O:23])[NH:30][CH2:29][c:28]1[cH:27][cH:26][c:25]([F:24])[cH:32][cH:31]1.